Dataset: the Open Reaction Database (ORD), a public repository of structured organic reaction records. Task: describe an organic reaction: reactants, conditions, products, and yield Reactants: COC1=CC=CC=2OC(=CC21)C=2OC(=NN2)C(F)(F)F (2-(4-methoxybenzo(b)furan-2-yl)-5-trifluoromethyl-1,3,4-oxadiazole), B(Br)(Br)Br (boron tribromide). Product: OC1=CC=CC=2OC(=CC21)C=2OC(=NN2)C(F)(F)F (2-(4-hydroxybenzo(b)furan-2-yl)-5-trifluoromethyl-1,3,4-oxadiazole). Isolated yield 94.7%. Reaction SMILES: C[O:2][C:3]1[C:11]2[CH:10]=[C:9]([C:12]3[O:13][C:14]([C:17]([F:20])([F:19])[F:18])=[N:15][N:16]=3)[O:8][C:7]=2[CH:6]=[CH:5][CH:4]=1.B(Br)(Br)Br>>[OH:2][C:3]1[C:11]2[CH:10]=[C:9]([C:12]3[O:13][C:14]([C:17]([F:20])([F:19])[F:18])=[N:15][N:16]=3)[O:8][C:7]=2[CH:6]=[CH:5][CH:4]=1. Procedure: By the reactions in the same manner as in Starting Material Synthesis Example 5 using 2-(4-methoxybenzo(b)furan-2-yl)-5-trifluoromethyl-1,3,4-oxadiazole (4.0 g) and boron tribromide (15 ml), the title compound (3.6 g) was obtained as yellow crystals. The reactants are CCO, O=N[O-], Nc1c(O)cc([N+](=O)[O-])cc1Br, [Na+], O, O=S(=O)(O)O. Product: O=[N+]([O-])c1cc(O)cc(Br)c1. RXN SMILES: [CH3:22][CH2:23][OH:24].[N:18]([O-:19])=[O:20].[NH2:1][c:2]1[c:3]([OH:12])[cH:4][c:5]([N+:9](=[O:10])[O-:11])[cH:6][c:7]1[Br:8].[Na+:21].[OH2:25].[S:13](=[O:14])(=[O:15])([OH:16])[OH:17]>>[cH:2]1[c:3]([OH:12])[cH:4][c:5]([N+:9](=[O:10])[O-:11])[cH:6][c:7]1[Br:8]. Starting materials: C(=O)(C(F)(F)F)O (TFA), CC1=C(OC[C@@H](CNC2=C(C(NC=C2)=O)C2=NC3=CC=4CN(C(C4C=C3N2)=O)C2CCNCC2)O)C=CC(=C1)C (2-{4-[(R)-3-(2,4-dimethyl-phenoxy)-2-hydroxy-propylamino]-2-oxo-1,2-dihydro-pyridin-3-yl}-6-piperidin-4-yl-6,7-dihydro-3H-1,3,6-triaza-s-indacen-5-one), C(=C)S(=O)(=O)C (methyl vinyl sulfone). Solvent: CCO (EtOH). Reaction conditions: temperature 90 celsius. The product is CC1=C(OC[C@@H](CNC2=C(C(NC=C2)=O)C2=NC3=CC=4CN(C(C4C=C3N2)=O)C2CCN(CC2)CCS(=O)(=O)C)O)C=CC(=C1)C (2-{4-[(R)-3-(2,4-Dimethyl-phenoxy)-2-hydroxy-propylamino]-2-oxo-1,2-dihydro-pyridin-3-yl}-6-[1-(2-methanesulfonyl-ethyl)-piperidin-4-yl]-6,7-dihydro-3H-1,3,6-triaza-s-indacen-5-one). As a reaction SMILES: C(O)(C(F)(F)F)=O.[CH3:8][C:9]1[CH:46]=[C:45]([CH3:47])[CH:44]=[CH:43][C:10]=1[O:11][CH2:12][C@H:13]([OH:42])[CH2:14][NH:15][C:16]1[CH:21]=[CH:20][NH:19][C:18](=[O:22])[C:17]=1[C:23]1[NH:34][C:33]2[C:25](=[CH:26][C:27]3[CH2:28][N:29]([CH:36]4[CH2:41][CH2:40][NH:39][CH2:38][CH2:37]4)[C:30](=[O:35])[C:31]=3[CH:32]=2)[N:24]=1.[CH:48]([S:50]([CH3:53])(=[O:52])=[O:51])=[CH2:49]>CCO>[CH3:8][C:9]1[CH:46]=[C:45]([CH3:47])[CH:44]=[CH:43][C:10]=1[O:11][CH2:12][C@H:13]([OH:42])[CH2:14][NH:15][C:16]1[CH:21]=[CH:20][NH:19][C:18](=[O:22])[C:17]=1[C:23]1[NH:34][C:33]2[C:25](=[CH:26][C:27]3[CH2:28][N:29]([CH:36]4[CH2:37][CH2:38][N:39]([CH2:49][CH2:48][S:50]([CH3:53])(=[O:52])=[O:51])[CH2:40][CH2:41]4)[C:30](=[O:35])[C:31]=3[CH:32]=2)[N:24]=1. Reported procedure: A mixture of the TFA salt of 2-{4-[(R)-3-(2,4-dimethyl-phenoxy)-2-hydroxy-propylamino]-2-oxo-1,2-dihydro-pyridin-3-yl}-6-piperidin-4-yl-6,7-dihydro-3H-1,3,6-triaza-s-indacen-5-one (40 mg, 0.061 mmol) and methyl vinyl sulfone (318.4 mg, 3.0 mmol) in EtOH (2.0 mL) was heated at 90° C. for 22 h and then evaporated. Chromatography of the residue with CH2Cl2/MeOH/28% aqueous NH4OH (125:10:1) afforded a fluorescent product which was subjected to HPLC purification to afford the title compound in TFA sa... Reactants: C=CCCBr, CCOCC, c1ccc(N2CCNCC2)cc1. Yields the product C=CCCN1CCN(c2ccccc2)CC1. As a reaction SMILES: [Br:1][CH2:2][CH2:3][CH:4]=[CH2:5].[CH3:18][CH2:19][O:20][CH2:21][CH3:22].[c:6]1([N:12]2[CH2:13][CH2:14][NH:15][CH2:16][CH2:17]2)[cH:7][cH:8][cH:9][cH:10][cH:11]1>>[CH2:2]([CH2:3][CH:4]=[CH2:5])[N:15]1[CH2:14][CH2:13][N:12]([c:6]2[cH:7][cH:8][cH:9][cH:10][cH:11]2)[CH2:17][CH2:16]1. Starting materials: cuprous chloride, C([O-])([O-])=O.[Na+].[Na+] (sodium carbonate), Cl (hydrochloric acid), NC1=C(C=C(C=2C(C3=CC=CC=C3C(C12)=O)=O)Br)S(=O)(=O)O (1-amino-4-bromoanthraquinone-2-sulphonic acid), 18, C(C)(=O)NC1=CC(=C(C=C1)C)N (4-acetylamino-2-aminotoluene), C([O-])([O-])=O.[Na+].[Na+] (sodium carbonate). The solvent is O (water), C(C)(C)O (i-propanol). Reaction conditions: temperature 80 celsius, time 4 hour. Product: NC1=C(C=C(C=2C(C3=CC=CC=C3C(C12)=O)=O)NC1=C(C=CC(=C1)N)C)S(=O)(=O)O (1-amino-4-(5'-amino-2'-methylphenylamino)-anthraquinone-2-sulphonic acid). Reaction SMILES: [NH2:1][C:2]1[C:15]2[C:14](=[O:16])[C:13]3[C:8](=[CH:9][CH:10]=[CH:11][CH:12]=3)[C:7](=[O:17])[C:6]=2[C:5](Br)=[CH:4][C:3]=1[S:19]([OH:22])(=[O:21])=[O:20].C(=O)([O-])[O-].[Na+].[Na+].C([NH:32][C:33]1[CH:38]=[CH:37][C:36]([CH3:39])=[C:35]([NH2:40])[CH:34]=1)(=O)C.Cl>O.C(O)(C)C>[NH2:1][C:2]1[C:15]2[C:14](=[O:16])[C:13]3[C:8](=[CH:9][CH:10]=[CH:11][CH:12]=3)[C:7](=[O:17])[C:6]=2[C:5]([NH:40][C:35]2[CH:34]=[C:33]([NH2:32])[CH:38]=[CH:37][C:36]=2[CH3:39])=[CH:4][C:3]=1[S:19]([OH:22])(=[O:21])=[O:20] |f:1.2.3|. Reported procedure: 38.2 Parts 1-amino-4-bromoanthraquinone-2-sulphonic acid are dissolved in 200 parts water/100 parts i-propanol and the pH adjusted to 8.5-9.0 with sodium carbonate. After addition of 18 parts 4-acetylamino-2-aminotoluene the mixture is warmed to 80° C. and treated with 1 part cuprous chloride and 12 parts sodium carbonate. After 4 hours the reaction is over. Finally 25 parts 30% hydrochloric acid are added to the reaction mixture, which is then heated to reflux. After 18 hours the suspension is ...